Dataset: the Open Reaction Database (ORD), a public repository of structured organic reaction records. Task: describe an organic reaction: reactants, conditions, products, and yield The reactants are BrCC(OCC)OCC (1-bromo-2,2-diethoxyethane), C(#N)C1CC2=C1C=CC(=C2)O (1-cyano-4-hydroxybenzocyclobutane), [H-].[Na+] (sodium hydride). Run in CN(C=O)C (dimethylformamide), CN(C=O)C (dimethylformamide). Run at temperature 60 celsius, time 30 minute. The product is C(#N)C1CC2=C1C=CC(=C2)OCC(OCC)OCC (1-Cyano-4-(2,2-diethoxyethoxy)benzocyclobutane). Reaction SMILES: [C:1]([CH:3]1[C:6]2[CH:7]=[CH:8][C:9]([OH:11])=[CH:10][C:5]=2[CH2:4]1)#[N:2].[H-].[Na+].Br[CH2:15][CH:16]([O:20][CH2:21][CH3:22])[O:17][CH2:18][CH3:19]>CN(C)C=O>[C:1]([CH:3]1[C:6]2[CH:7]=[CH:8][C:9]([O:11][CH2:15][CH:16]([O:20][CH2:21][CH3:22])[O:17][CH2:18][CH3:19])=[CH:10][C:5]=2[CH2:4]1)#[N:2] |f:1.2|. Reported procedure: A solution of 16.5 g of 1-cyano-4-hydroxybenzocyclobutane in 205 ml of dimethylformamide is poured into a suspension of 67.8 mmol of sodium hydride in 160 ml of dimethylformamide. The reaction mixture is stirred for 30 minutes and then a solution of 10.2 ml of 1-bromo-2,2-diethoxyethane in 40 ml is added over the course of 15 minutes and the temperature is then maintained at 60° C. for 6 hours. The mixture is stirred for a further 12 hours, the dimethylformamide is removed by evaporation, and th... Starting materials: COC(=O)C1=CC=2CC[C@H]3[C@@H]4CC[C@@H]([C@@]4(C)CC[C@@H]3C2C=C1)C(CCC1=CC=C(C=C1)C(=O)O)=O (methyl-17β-[3-(4-carboxyphenyl)propionyl]-estra-1,3,5(10)-triene-3-carboxylate), C(=O)([O-])[O-].[K+].[K+] (K2CO3), CO (MeOH). Solvent: O (H2O). The product is C(=O)(O)C1=CC=C(C=C1)CCC(=O)[C@@H]1[C@]2(C)[C@@H](CC1)[C@@H]1CCC=3C=C(C=CC3[C@H]1CC2)C(=O)O (17β-[3-(4-carboxyphenyl)propionyl]-estra-1,3,5(10)-triene-3-carboxylic acid). Yield: 79.0%. Reaction SMILES: C[O:2][C:3]([C:5]1[CH:22]=[CH:21][C:20]2[C@@H:19]3[C@H:10]([C@H:11]4[C@@:15]([CH2:17][CH2:18]3)([CH3:16])[C@@H:14]([C:23](=[O:35])[CH2:24][CH2:25][C:26]3[CH:31]=[CH:30][C:29]([C:32]([OH:34])=[O:33])=[CH:28][CH:27]=3)[CH2:13][CH2:12]4)[CH2:9][CH2:8][C:7]=2[CH:6]=1)=[O:4].C([O-])([O-])=O.[K+].[K+].CO>O>[C:32]([C:29]1[CH:28]=[CH:27][C:26]([CH2:25][CH2:24][C:23]([C@H:14]2[CH2:13][CH2:12][C@H:11]3[C@H:10]4[C@H:19]([CH2:18][CH2:17][C@:15]23[CH3:16])[C:20]2[CH:21]=[CH:22][C:5]([C:3]([OH:4])=[O:2])=[CH:6][C:7]=2[CH2:8][CH2:9]4)=[O:35])=[CH:31][CH:30]=1)([OH:34])=[O:33] |f:1.2.3|. Procedure details: A mixture of methyl-17β-[3-(4-carboxyphenyl)propionyl]-estra-1,3,5(10)-triene-3-carboxylate (0.053 g, 0.11 mmoles), K2CO3 (50 mg, 0.36 mmoles), MeOH (9 ml) and H2O (1 ml) was refluxed under argon. Methanol was evaporated and the residue was acidified with dilute HCl. Extracted with EtOAc. The organic layer was washed with H2O, brine, dried and concentrated. The residue was chromatographed (silica gel) eluting with 1% MeOH in CH2Cl2 containing 1% HOAC to give the title compound as a white solid (... The reactants are CC1=NSC(=N1)N1CCC(CC1)=O (1-(3-methyl-[1,2,4]thiadiazol-5-yl)-piperidin-4-one), FC1=CC=C(C=C1)C=1C=2N(C=CC1)N=C(N2)N (8-(4-fluoro-phenyl)-[1,2,4]triazolo[1,5-a]pyridin-2-ylamine). Product: FC1=CC=C(C=C1)C=1C=2N(C=CC1)N=C(N2)NC2CCN(CC2)C2=NC(=NS2)C ([8-(4-Fluoro-phenyl)-[1,2,4]triazolo[1,5-a]pyridin-2-yl]-[1-(3-methyl-[1,2,4]thiadiazol-5-yl)-piperidin-4-yl]-amine), solid. The yield is 28.0%. Reaction SMILES: [CH3:1][C:2]1[N:6]=[C:5]([N:7]2[CH2:12][CH2:11][C:10](=O)[CH2:9][CH2:8]2)[S:4][N:3]=1.[F:14][C:15]1[CH:20]=[CH:19][C:18]([C:21]2[C:22]3[N:23]([N:27]=[C:28]([NH2:30])[N:29]=3)[CH:24]=[CH:25][CH:26]=2)=[CH:17][CH:16]=1>>[F:14][C:15]1[CH:20]=[CH:19][C:18]([C:21]2[C:22]3[N:23]([N:27]=[C:28]([NH:30][CH:10]4[CH2:11][CH2:12][N:7]([C:5]5[S:4][N:3]=[C:2]([CH3:1])[N:6]=5)[CH2:8][CH2:9]4)[N:29]=3)[CH:24]=[CH:25][CH:26]=2)=[CH:17][CH:16]=1. Reported procedure: Prepared in analogy to example 1 step h) starting with 1-(3-methyl-[1,2,4]thiadiazol-5-yl)-piperidin-4-one (example 1c) and 8-(4-fluoro-phenyl)-[1,2,4]triazolo[1,5-a]pyridin-2-ylamine (example 1f). The title compound was obtained as a white solid (yield=28%). Starting materials: CN1CCCC1=O, CCN(C(C)C)C(C)C, Clc1ccnc(-c2ccccc2)c1, O=[N+]([O-])c1ccc(O)cc1, O. The product is O=[N+]([O-])c1ccc(Oc2ccnc(-c3ccccc3)c2)cc1. RXN SMILES: [CH3:33][N:34]1[CH2:35][CH2:36][CH2:37][C:38]1=[O:39].[CH:24]([N:25]([CH2:26][CH3:27])[CH:28]([CH3:29])[CH3:30])([CH3:31])[CH3:32].[Cl:1][c:2]1[cH:3][c:4](-[c:8]2[cH:9][cH:10][cH:11][cH:12][cH:13]2)[n:5][cH:6][cH:7]1.[N+:14](=[O:15])([O-:16])[c:17]1[cH:18][cH:19][c:20]([OH:23])[cH:21][cH:22]1.[OH2:40]>>[c:2]1([O:23][c:20]2[cH:19][cH:18][c:17]([N+:14](=[O:15])[O-:16])[cH:22][cH:21]2)[cH:3][c:4](-[c:8]2[cH:9][cH:10][cH:11][cH:12][cH:13]2)[n:5][cH:6][cH:7]1.